Dataset: the Open Reaction Database (ORD), a public repository of structured organic reaction records. Task: describe an organic reaction: reactants, conditions, products, and yield Reactants: COC(=O)C(Cc1ccccc1)NC(=O)OCc1ccc2oc(-c3ccccc3)nc2c1, Cl, [Li+], N#N, C1COCCO1, [OH-], O, O. Product: O=C(NC(Cc1ccccc1)C(=O)O)OCc1ccc2oc(-c3ccccc3)nc2c1. Reaction SMILES: [CH3:1][O:2][C:3]([CH:4]([CH2:5][c:6]1[cH:7][cH:8][cH:9][cH:10][cH:11]1)[NH:12][C:13](=[O:14])[O:15][CH2:16][c:17]1[cH:18][cH:19][c:20]2[c:21]([n:22][c:23](-[c:25]3[cH:26][cH:27][cH:28][cH:29][cH:30]3)[o:24]2)[cH:31]1)=[O:32].[ClH:38].[Li+:35].[N:36]#[N:37].[O:39]1[CH2:40][CH2:41][O:42][CH2:43][CH2:44]1.[OH-:34].[OH2:33].[OH2:45]>>[O:2]=[C:3]([CH:4]([CH2:5][c:6]1[cH:7][cH:8][cH:9][cH:10][cH:11]1)[NH:12][C:13](=[O:14])[O:15][CH2:16][c:17]1[cH:18][cH:19][c:20]2[c:21]([n:22][c:23](-[c:25]3[cH:26][cH:27][cH:28][cH:29][cH:30]3)[o:24]2)[cH:31]1)[OH:32]. The reactants are [I-].[K+] (potassium iodide), OC1=CC=C(C(=O)OC)C=C1 (methyl 4-hydroxybenzoate), [Si](C1=CC=CC=C1)(C1=CC=CC=C1)(C(C)(C)C)OCCBr (2-(tert-butyldiphenylsilyloxy) ethyl bromide), C([O-])([O-])=O.[K+].[K+] (potassium carbonate). Run in CC(=O)C (acetone). Yields the product [Si](C1=CC=CC=C1)(C1=CC=CC=C1)(C(C)(C)C)OCCOC1=CC=C(C(=O)OC)C=C1 (4-[2-(tert-Butyldiphenylsilyloxy)ethoxy]benzoic Acid, Methyl Ester). RXN SMILES: [OH:1][C:2]1[CH:11]=[CH:10][C:5]([C:6]([O:8][CH3:9])=[O:7])=[CH:4][CH:3]=1.[Si:12]([O:29][CH2:30][CH2:31]Br)([C:25]([CH3:28])([CH3:27])[CH3:26])([C:19]1[CH:24]=[CH:23][CH:22]=[CH:21][CH:20]=1)[C:13]1[CH:18]=[CH:17][CH:16]=[CH:15][CH:14]=1.C(=O)([O-])[O-].[K+].[K+].[I-].[K+]>CC(C)=O>[Si:12]([O:29][CH2:30][CH2:31][O:1][C:2]1[CH:3]=[CH:4][C:5]([C:6]([O:8][CH3:9])=[O:7])=[CH:10][CH:11]=1)([C:25]([CH3:26])([CH3:27])[CH3:28])([C:19]1[CH:20]=[CH:21][CH:22]=[CH:23][CH:24]=1)[C:13]1[CH:18]=[CH:17][CH:16]=[CH:15][CH:14]=1 |f:2.3.4,5.6|. Procedure: A mixture of methyl 4-hydroxybenzoate (3.25 g, 22.0 mmol, 2-(tert-butyldiphenylsilyloxy) ethyl bromide (8.0 g, 22.0 mmol, powdered anhydrous potassium carbonate (12 g) and potassium iodide (0.1 g) in acetone (250 ml) was heated under reflux for 48 h. The solid was then filtered and the filtrate was evaporated under reduced pressure. The reactants are COC=1C=C2C=CC=C(C2=CC1)C(CO)CO (2-(6-methoxynaphthalen-1-yl)propane-1,3-diol), C1(=CC=C(C=C1)S(=O)(=O)O)C (paratoluenesulphonic acid), COC(CNC(C)=O)OC (N-(2,2-dimethoxyethyl)acetamide). Run in C1=CC=CC=C1 (benzene). Product: COC=1C=C2C=CC=C(C2=CC1)C1COC(OC1)NC(CC)=O (N-[5-(6-Methoxynaphthalen-1-yl)-1,3-dioxan-2-yl]-methylacetamide). As a reaction SMILES: [CH3:1][O:2][C:3]1[CH:4]=[C:5]2[C:10](=[CH:11][CH:12]=1)[C:9]([CH:13]([CH2:16][OH:17])[CH2:14][OH:15])=[CH:8][CH:7]=[CH:6]2.[C:18]1(C)C=CC(S(O)(=O)=O)=CC=1.COC(OC)[CH2:32][NH:33][C:34](=[O:36])[CH3:35]>C1C=CC=CC=1>[CH3:1][O:2][C:3]1[CH:4]=[C:5]2[C:10](=[CH:11][CH:12]=1)[C:9]([CH:13]1[CH2:16][O:17][CH:32]([NH:33][C:34](=[O:36])[CH2:35][CH3:18])[O:15][CH2:14]1)=[CH:8][CH:7]=[CH:6]2. Reported procedure: 2.3 g (10 mmol) of 2-(6-methoxynaphthalen-1-yl)propane-1,3-diol, 0.45 g of paratoluenesulphonic acid and 1.6 g (11 mmol) of N-(2,2-dimethoxyethyl)acetamide are introduced into a flask containing 200 ml of benzene. Reactants: ClC1=CC2=C(SC(=C2CC#N)C2=CC=CC=C2)C=C1 (5-chloro-2-phenylbenzo[b]thiophene-3-acetonitrile), 11.6, cobaltous chloride hexahydrate, methanol-benzene, [BH4-].[Na+] (sodium borohydride), Cl (HCl), Cl (hydrochloric acid). Run in C(C)(C)O (isopropanol). Reaction conditions: time 19 hour. Yields the product Cl.ClC1=CC2=C(SC(=C2CCN)C2=CC=CC=C2)C=C1 (5-chloro-2-phenylbenzo[b]thiophene-3-ethanamine hydrochloride). RXN SMILES: [Cl:1][C:2]1[CH:19]=[CH:18][C:5]2[S:6][C:7]([C:12]3[CH:17]=[CH:16][CH:15]=[CH:14][CH:13]=3)=[C:8]([CH2:9][C:10]#[N:11])[C:4]=2[CH:3]=1.[BH4-].[Na+].Cl>C(O)(C)C>[ClH:1].[Cl:1][C:2]1[CH:19]=[CH:18][C:5]2[S:6][C:7]([C:12]3[CH:17]=[CH:16][CH:15]=[CH:14][CH:13]=3)=[C:8]([CH2:9][CH2:10][NH2:11])[C:4]=2[CH:3]=1 |f:1.2,5.6|. Procedure: To a suspension of 6.9 parts by weight of 5-chloro-2-phenylbenzo[b]thiophene-3-acetonitrile in a solution of 11.6 parts by weight of cobaltous chloride hexahydrate in 300 parts by volume of methanol-benzene (5:1) is added, slowly, 9.2 parts by weight of sodium borohydride at 0° C. After the addition is completed, the mixture is allowed to warm to room temperature and then stirred for 19 hours. To the solution is now added 100 parts by volume of 3N hydrochloric acid. The solution is then stirred ... The product is CC1=C(C(=CC(=C1)C)C)S(=O)(=O)[O-].N[N+]1=CC2=CC(=CC=C2C=C1)O (2-amino-7-hydroxyisoquinolinium 2,4,6-trimethylbenzenesulfonate). Isolated yield 60.5%. Reaction SMILES: [I-].[NH2:2][N+:3]1[CH:12]=[CH:11][C:10]2[C:5](=[CH:6][CH:7]=[CH:8][CH:9]=2)[CH:4]=1.[OH:13]C1C=C2C(C=CN=C2)=CC=1.CO.[C:26]1([CH3:39])[CH:31]=[C:30]([CH3:32])[CH:29]=[C:28]([CH3:33])[C:27]=1[S:34]([O:37]N)(=[O:36])=[O:35]>C(Cl)Cl.CCOCC>[CH3:33][C:28]1[CH:29]=[C:30]([CH3:32])[CH:31]=[C:26]([CH3:39])[C:27]=1[S:34]([O-:37])(=[O:36])=[O:35].[NH2:2][N+:3]1[CH:12]=[CH:11][C:10]2[C:5](=[CH:6][C:7]([OH:13])=[CH:8][CH:9]=2)[CH:4]=1 |f:0.1,7.8|. Procedure: O-mesitylene sulfonyl hydroxylamine (MSH) (3) was used to prepare the N-amino salt as an aminating agent as described by Tamura et al., (1972) Tetrahedron Letter. 40: 4133, incorporated herein by reference in its entirety. An ice cooled solution of 7-hydroxyisoquinoline (2.0 g, 13.78 mmol) in 30 mL of dry methylene chloride, and 15 ml of dry methanol was added drop wise to O-mesitylenesulfonylhydroxylamine (2.97 g, 13.78 mmol) in 10 mL of dry methylene chloride over 5 min with stirring. The reac... Reactants: [I-].N[N+]1=CC2=CC=CC=C2C=C1 (2-Aminoisoquinolinium Iodide), N-amino, ice, OC1=CC=C2C=CN=CC2=C1 (7-hydroxyisoquinoline), CO (methanol), C1(=C(C(=CC(=C1)C)C)S(=O)(=O)ON)C (O-mesitylenesulfonylhydroxylamine). Run in CCOCC (ether), C(Cl)Cl (methylene chloride), C(Cl)Cl (methylene chloride). Reactants: CC1(C)NCc2cc(Br)cnc2NC1=O, CCC#N, C=CC(=O)N(C)Cc1sc2ccccc2c1C, CC(=O)[O-], CC(=O)[O-], CN(C)C=O, [Pd+2]. The product is Cc1c(CN(C)C(=O)C=Cc2cnc3c(c2)CNC(C)(C)C(=O)N3)sc2ccccc12. As a reaction SMILES: [Br:1][c:2]1[cH:3][c:4]2[c:5]([n:14][cH:15]1)[NH:6][C:7](=[O:13])[C:8]([CH3:11])([CH3:12])[NH:9][CH2:10]2.[C:33](#[N:34])[CH2:35][CH3:36].[CH3:16][N:17]([C:18]([CH:19]=[CH2:20])=[O:21])[CH2:22][c:23]1[c:24]([CH3:32])[c:25]2[c:26]([s:27]1)[cH:28][cH:29][cH:30][cH:31]2.[O-:43][C:44]([CH3:45])=[O:46].[O-:47][C:48]([CH3:49])=[O:50].[O:37]=[CH:38][N:39]([CH3:40])[CH3:41].[Pd+2:42]>>[c:2]1([CH:20]=[CH:19][C:18]([N:17]([CH3:16])[CH2:22][c:23]2[c:24]([CH3:32])[c:25]3[c:26]([s:27]2)[cH:28][cH:29][cH:30][cH:31]3)=[O:21])[cH:3][c:4]2[c:5]([n:14][cH:15]1)[NH:6][C:7](=[O:13])[C:8]([CH3:11])([CH3:12])[NH:9][CH2:10]2. The reactants are O=C([O-])O, [Na+], [Na+], [Na+], [Na], O, O=C(O)CCl, O=S([O-])[O-], Cc1ccc(S(=O)(=O)Cl)cc1. The product is Cc1ccc(S(C)(=O)=O)cc1. Reaction SMILES: [C:7](=[O:8])([OH:9])[O-:10].[Na+:11].[Na+:5].[Na+:6].[Na:23].[OH2:29].[OH:24][C:25]([CH2:26][Cl:27])=[O:28].[S:1]([O-:2])([O-:3])=[O:4].[c:12]1([CH3:22])[cH:13][cH:14][c:15]([S:18](=[O:19])(=[O:20])[Cl:21])[cH:16][cH:17]1>>[c:12]1([CH3:22])[cH:13][cH:14][c:15]([S:18](=[O:19])(=[O:20])[CH3:25])[cH:16][cH:17]1. The reactants are COC(=O)CSc1cncnc1-c1ccc(C#N)c2ccccc12, CO, [Na+], [OH-]. Product: N#Cc1ccc(-c2ncncc2SCC(=O)O)c2ccccc12. RXN SMILES: [C:1](#[N:2])[c:3]1[cH:4][cH:5][c:6](-[c:13]2[n:14][cH:15][n:16][cH:17][c:18]2[S:19][CH2:20][C:21](=[O:22])[O:23][CH3:24])[c:7]2[cH:8][cH:9][cH:10][cH:11][c:12]12.[CH3:27][OH:28].[Na+:26].[OH-:25]>>[C:1](#[N:2])[c:3]1[cH:4][cH:5][c:6](-[c:13]2[n:14][cH:15][n:16][cH:17][c:18]2[S:19][CH2:20][C:21](=[O:22])[OH:23])[c:7]2[cH:8][cH:9][cH:10][cH:11][c:12]12. The reactants are [Li]CCCC, CC(=O)O, C#CC(=O)OCC, CC(C)(C)OC(=O)N1CCC(=O)CC1, C1CCOC1. Yields the product CCOC(=O)C#CC1(O)CCN(C(=O)OC(C)(C)C)CC1. As a reaction SMILES: [CH2:1]([Li:2])[CH2:3][CH2:4][CH3:5].[CH3:27][C:28](=[O:29])[OH:30].[CH3:6][CH2:7][O:8][C:9](=[O:10])[C:11]#[CH:12].[O:13]=[C:14]1[CH2:15][CH2:16][N:17]([C:20](=[O:21])[O:22][C:23]([CH3:24])([CH3:25])[CH3:26])[CH2:18][CH2:19]1.[O:31]1[CH2:32][CH2:33][CH2:34][CH2:35]1>>[CH3:6][CH2:7][O:8][C:9](=[O:10])[C:11]#[C:12][C:14]1([OH:13])[CH2:15][CH2:16][N:17]([C:20](=[O:21])[O:22][C:23]([CH3:24])([CH3:25])[CH3:26])[CH2:18][CH2:19]1.